The task is: describe an organic reaction: reactants, conditions, products, and yield. This data is from the Open Reaction Database (ORD), a public repository of structured organic reaction records. The reactants are [BH4-], CO, [Na+], O, O=Cc1ccc2ccccc2n1. Product: OCc1ccc2ccccc2n1. RXN SMILES: [BH4-:13].[CH3:16][OH:17].[Na+:14].[OH2:15].[n:1]1[c:2]([CH:11]=[O:12])[cH:3][cH:4][c:5]2[cH:6][cH:7][cH:8][cH:9][c:10]12>>[n:1]1[c:2]([CH2:11][OH:12])[cH:3][cH:4][c:5]2[cH:6][cH:7][cH:8][cH:9][c:10]12. Reactants: COC(=O)[C@@H]1CC[C@H](CC1)CNS(=O)(=O)C1=CC=C(C=C1)C(F)(F)F (trans-4-[(4-trifluoromethyl-benzenesulfonylamino)-methyl]-cyclohexane carboxylic acid methyl ester), ice water, [Na] (sodium), CI (CH3I). Solvent: CN(C)C=O (DMF), CO (MeOH). Run at time 2 hour. Yields the product COC(=O)[C@@H]1CC[C@H](CC1)CN(S(=O)(=O)C1=CC=C(C=C1)C(F)(F)F)C (trans-4-{[methyl-(4-trifluoromethyl-benzenesulfonyl)-amino]-methyl}-cyclohexane-carboxylic acid methyl ester). The yield is 97.3%. RXN SMILES: [Na].[CH3:2][O:3][C:4]([C@H:6]1[CH2:11][CH2:10][C@H:9]([CH2:12][NH:13][S:14]([C:17]2[CH:22]=[CH:21][C:20]([C:23]([F:26])([F:25])[F:24])=[CH:19][CH:18]=2)(=[O:16])=[O:15])[CH2:8][CH2:7]1)=[O:5].[CH3:27]I>CO.CN(C=O)C>[CH3:2][O:3][C:4]([C@H:6]1[CH2:11][CH2:10][C@H:9]([CH2:12][N:13]([CH3:27])[S:14]([C:17]2[CH:22]=[CH:21][C:20]([C:23]([F:26])([F:24])[F:25])=[CH:19][CH:18]=2)(=[O:16])=[O:15])[CH2:8][CH2:7]1)=[O:5] |^1:0|. Procedure: 100 mg (4 mmol, 1.1 eq) of sodium were reacted in 2 mL of MeOH. Then 1.33 g (3.5 mmol) of trans-4-[(4-trifluoromethyl-benzenesulfonylamino)-methyl]-cyclohexane carboxylic acid methyl ester dissolved in 3 mL of dry DMF were added, followed by 0.44 mL (7 mmol, 2 eq) of CH3I. The mixture was stirred at RT for 2 h, then poured into ice-water and extracted with 3 portions of 15 mL of CH2Cl2. The combined organic phases were washed with H2O and brine, dried over anhydrous Na2SO4 and evaporated, leavin... Reaction SMILES: [Br:1][c:2]1[cH:3][c:4]([F:12])[c:5]([OH:11])[c:6]([C:8]([CH3:9])=[O:10])[cH:7]1.[CH2:13]([CH:14]1[CH2:15][O:16]1)[O:17][S:18]([c:19]1[cH:20][cH:21][c:22]([CH3:23])[cH:24][cH:25]1)(=[O:26])=[O:27].[K+:28].[K+:29].[O-:30][C:31]([O-:32])=[O:33].[O:34]=[CH:35][N:36]([CH3:37])[CH3:38]>>[Br:1][c:2]1[cH:3][c:4]([F:12])[c:5]([O:11][CH2:13][CH:14]2[CH2:15][O:16]2)[c:6]([C:8]([CH3:9])=[O:10])[cH:7]1. Product: CC(=O)c1cc(Br)cc(F)c1OCC1CO1. Reactants: CC(=O)c1cc(Br)cc(F)c1O, Cc1ccc(S(=O)(=O)OCC2CO2)cc1, [K+], [K+], O=C([O-])[O-], CN(C)C=O. Reactants: CC(c1ccc(Br)cc1Cl)C(O)c1ccc2c(c1)n(C)c(=O)n2C, C[N+]1([O-])CCOCC1, CCC[N+](CCC)(CCC)CCC, ClCCl, O=[Ru](=O)(=O)[O-]. Product: CC(C(=O)c1ccc2c(c1)n(C)c(=O)n2C)c1ccc(Br)cc1Cl. Reaction SMILES: [Br:9][c:10]1[cH:11][c:12]([Cl:32])[c:13]([CH:16]([CH:17]([OH:18])[c:19]2[cH:20][c:21]3[c:22]([n:23]([CH3:28])[c:24](=[O:27])[n:25]3[CH3:26])[cH:29][cH:30]2)[CH3:31])[cH:14][cH:15]1.[CH3:1][N+:2]1([O-:3])[CH2:4][CH2:5][O:6][CH2:7][CH2:8]1.[CH3:41][CH2:42][CH2:43][N+:44]([CH2:45][CH2:46][CH3:47])([CH2:48][CH2:49][CH3:50])[CH2:51][CH2:52][CH3:53].[Cl:33][CH2:34][Cl:35].[O-:36][Ru:37](=[O:38])(=[O:39])=[O:40]>>[Br:9][c:10]1[cH:11][c:12]([Cl:32])[c:13]([CH:16]([C:17](=[O:18])[c:19]2[cH:20][c:21]3[c:22]([n:23]([CH3:28])[c:24](=[O:27])[n:25]3[CH3:26])[cH:29][cH:30]2)[CH3:31])[cH:14][cH:15]1. The reactants are [BH3-]C#N, C=CCOC(=O)N1CCC(C(=O)OCC)C(=O)C1C, CC(=O)O, CO, [Na+]. Product: C=CCOC(=O)N1CCC(C(=O)OCC)C(O)C1C. Reaction SMILES: [C:24]([BH3-:25])#[N:26].[CH3:1][CH:2]1[N:3]([C:14](=[O:15])[O:16][CH2:17][CH:18]=[CH2:19])[CH2:4][CH2:5][CH:6]([C:9](=[O:10])[O:11][CH2:12][CH3:13])[C:7]1=[O:8].[CH3:20][C:21](=[O:22])[OH:23].[CH3:28][OH:29].[Na+:27]>>[CH3:1][CH:2]1[N:3]([C:14](=[O:15])[O:16][CH2:17][CH:18]=[CH2:19])[CH2:4][CH2:5][CH:6]([C:9](=[O:10])[O:11][CH2:12][CH3:13])[CH:7]1[OH:8]. Reactants: FC1=C(C(=CC=C1)F)C=1C=C2C(=NN(C2=CC1)C1OCCCC1)C1=CN=CC(=N1)O[C@@H]1C2(CC2)CCN(C1)C(=O)OC(C)(C)C ((4R)-tert-butyl 4-(6-(5-(2,6-difluorophenyl)-1-(tetrahydro-2H-pyran-2-yl)-1H-indazol-3-yl)pyrazin-2-yloxy)-6-azaspiro[2.5]octane-6-carboxylate), C(=O)(C(F)(F)F)O (TFA). Solvent: C(Cl)Cl (DCM). Conditions: time 6 hour. The product is C1CC12[C@H](CNCC2)OC2=CN=CC(=N2)C2=NNC1=CC=C(C=C21)C2=C(C=CC=C2F)F ((R)-3-(6-(6-azaspiro[2.5]octan-4-yloxy)pyrazin-2-yl)-5-(2,6-difluorophenyl)-1H-indazole), C(=O)(C(F)(F)F)O (TFA). Isolated yield 55.3%. RXN SMILES: [F:1][C:2]1[CH:7]=[CH:6][CH:5]=[C:4]([F:8])[C:3]=1[C:9]1[CH:10]=[C:11]2[C:15](=[CH:16][CH:17]=1)[N:14](C1CCCCO1)[N:13]=[C:12]2[C:24]1[N:29]=[C:28]([O:30][C@H:31]2[CH2:38][N:37](C(OC(C)(C)C)=O)[CH2:36][CH2:35][C:32]32[CH2:34][CH2:33]3)[CH:27]=[N:26][CH:25]=1.[C:46]([OH:52])([C:48]([F:51])([F:50])[F:49])=[O:47]>C(Cl)Cl>[CH2:34]1[C:32]2([CH2:35][CH2:36][NH:37][CH2:38][C@@H:31]2[O:30][C:28]2[N:29]=[C:24]([C:12]3[C:11]4[C:15](=[CH:16][CH:17]=[C:9]([C:3]5[C:4]([F:8])=[CH:5][CH:6]=[CH:7][C:2]=5[F:1])[CH:10]=4)[NH:14][N:13]=3)[CH:25]=[N:26][CH:27]=2)[CH2:33]1.[C:46]([OH:52])([C:48]([F:51])([F:50])[F:49])=[O:47]. Procedure details: To a solution of (4R)-tert-butyl 4-(6-(5-(2,6-difluorophenyl)-1-(tetrahydro-2H-pyran-2-yl)-1H-indazol-3-yl)pyrazin-2-yloxy)-6-azaspiro[2.5]octane-6-carboxylate (0.983 g, 1.591 mmol) in 8 mL DCM was added TFA (3.68 mL, 47.7 mmol). After 6 h at RT, the orange reaction was placed in the freezer overnight, and in the morning was warmed and stirred at RT for 3 h. The reaction was concentrated in vacuo, then taken up in DMSO (6 mL total), filtered, and purified by RPHPLC, 20-70% ACN/H2O with 0.1% TFA;...